describe an organic reaction: reactants, conditions, products, and yield From a dataset of the Open Reaction Database (ORD), a public repository of structured organic reaction records. Starting materials: FC(C(F)(F)F)(C1=CC=C(C#N)C=C1)F (4-pentafluoroethyl-benzonitrile), [OH-].[K+] (potassium hydroxide), O (water). The solvent is C(C)O (ethanol). Product: FC(C(F)(F)F)(C1=CC=C(C(=O)O)C=C1)F (4-pentafluoroethyl-benzoic acid). Yield: 85.0%. RXN SMILES: [F:1][C:2]([F:15])([C:7]1[CH:14]=[CH:13][C:10]([C:11]#N)=[CH:9][CH:8]=1)[C:3]([F:6])([F:5])[F:4].[OH-:16].[K+].[OH2:18]>C(O)C>[F:1][C:2]([F:15])([C:7]1[CH:14]=[CH:13][C:10]([C:11]([OH:18])=[O:16])=[CH:9][CH:8]=1)[C:3]([F:6])([F:5])[F:4] |f:1.2|. Procedure: A mixture of 4-pentafluoroethyl-benzonitrile (2.98 g, 13.5 mmol) and potassium hydroxide (3.03 g, 54.0 mmol) in water (40 mL) and ethanol (20 mL) was heated at reflux for 16 h. After cooling, the solution was partitioned between 1 M aq. hydrochloric acid solution and ethyl acetate. The organic layer was washed with brine, dried (MgSO4), and evaporated. Chromatography (SiO2, heptane-ethyl acetate gradient) produced the title compound (2.76 g, 85%). White solid, MS (ISP) 238.9 (M−H)−. Reactants: CN1CCCC1=O, CO, CCn1cc(C(=O)O)c(=O)c2ccc(Cl)cc21, ClCCl, NCCN. Product: CCn1cc(C(=O)O)c(=O)c2ccc(NCCN)cc21. RXN SMILES: [CH3:25][N:26]1[CH2:27][CH2:28][CH2:29][C:30]1=[O:31].[CH3:32][OH:33].[Cl:1][c:2]1[cH:3][cH:4][c:5]2[c:6](=[O:17])[c:7]([C:14](=[O:15])[OH:16])[cH:8][n:9]([CH2:12][CH3:13])[c:10]2[cH:11]1.[Cl:22][CH2:23][Cl:24].[NH2:18][CH2:19][CH2:20][NH2:21]>>[c:2]1([NH:21][CH2:20][CH2:19][NH2:18])[cH:3][cH:4][c:5]2[c:6](=[O:17])[c:7]([C:14](=[O:15])[OH:16])[cH:8][n:9]([CH2:12][CH3:13])[c:10]2[cH:11]1. The reagents and catalysts are C=1C=CC(=CC1)/C=C/C(=O)/C=C/C2=CC=CC=C2.C=1C=CC(=CC1)/C=C/C(=O)/C=C/C2=CC=CC=C2.[Pd] (bis(dibenzylideneacetone)palladium(0)). Run at time 14 hour. RXN SMILES: [CH3:1][O:2][C:3]1[C:4]2[CH2:12][NH:11][CH2:10][CH2:9][C:5]=2[N:6]=[CH:7][N:8]=1.Br[C:14]1[CH:21]=[CH:20][C:19]([CH3:22])=[CH:18][C:15]=1[C:16]#[N:17].CC1(C)C2C(=C(P(C3C=CC=CC=3)C3C=CC=CC=3)C=CC=2)OC2C(P(C3C=CC=CC=3)C3C=CC=CC=3)=CC=CC1=2.CC(C)([O-])C.[Na+]>C1C=CC(/C=C/C(/C=C/C2C=CC=CC=2)=O)=CC=1.C1C=CC(/C=C/C(/C=C/C2C=CC=CC=2)=O)=CC=1.[Pd]>[CH3:1][O:2][C:3]1[C:4]2[CH2:12][N:11]([C:14]3[CH:21]=[CH:20][C:19]([CH3:22])=[CH:18][C:15]=3[C:16]#[N:17])[CH2:10][CH2:9][C:5]=2[N:6]=[CH:7][N:8]=1 |f:3.4,5.6.7|. Procedure: A 100 mL flask was charged with 4-methoxy-5,6,7,8-tetrahydropyrido[4,3-d]pyrimidine (2.78 g, 16 mmol), 2-bromo-5-methylbenzonitrile (4.18 g, 19.2 mmol), bis(dibenzylideneacetone)palladium(0) (372 mg, 0.64 mmol), xantphos (529 mg, 0.896 mmol), and sodium tert-butoxide (2.33 g, 24 mmol), capped with a septum and purged with nitrogen. Dry argon-sparged toluene (50 mL) was added. The heterogeneous mixture was placed in an oil bath at 100° C., and heated under argon overnight. After 14 hours, TLC sho... Yields the product COC=1C2=C(N=CN1)CCN(C2)C2=C(C#N)C=C(C=C2)C (2-(4-Methoxy-7,8-dihydropyrido[4,3-d]pyrimidin-6(5H)-yl)-5-methylbenzonitrile). The reactants are COC=1C2=C(N=CN1)CCNC2 (4-methoxy-5,6,7,8-tetrahydropyrido[4,3-d]pyrimidine), BrC1=C(C#N)C=C(C=C1)C (2-bromo-5-methylbenzonitrile), CC1(C2=C(C(=CC=C2)P(C3=CC=CC=C3)C4=CC=CC=C4)OC5=C(C=CC=C51)P(C6=CC=CC=C6)C7=CC=CC=C7)C (xantphos), CC(C)([O-])C.[Na+] (sodium tert-butoxide). Starting materials: C1COCCN1, CNCCN1CCN(c2nccnc2-c2ccc(COC)cc2)CC1, ClCCl, O=S(=O)(Cl)c1ccccc1. Yields the product Cl, COCc1ccc(-c2nccnc2N2CCN(CCN(C)S(=O)(=O)c3ccccc3)CC2)cc1. Reaction SMILES: [CH2:36]1[NH:37][CH2:38][CH2:39][O:40][CH2:41]1.[CH3:11][O:12][CH2:13][c:14]1[cH:15][cH:16][c:17](-[c:20]2[c:21]([N:26]3[CH2:27][CH2:28][N:29]([CH2:32][CH2:33][NH:34][CH3:35])[CH2:30][CH2:31]3)[n:22][cH:23][cH:24][n:25]2)[cH:18][cH:19]1.[Cl:42][CH2:43][Cl:44].[c:1]1([S:7](=[O:8])(=[O:9])[Cl:10])[cH:2][cH:3][cH:4][cH:5][cH:6]1>>[ClH:10].[c:1]1([S:7](=[O:8])(=[O:9])[N:34]([CH2:33][CH2:32][N:29]2[CH2:28][CH2:27][N:26]([c:21]3[c:20](-[c:17]4[cH:16][cH:15][c:14]([CH2:13][O:12][CH3:11])[cH:19][cH:18]4)[n:25][cH:24][cH:23][n:22]3)[CH2:31][CH2:30]2)[CH3:35])[cH:2][cH:3][cH:4][cH:5][cH:6]1. Reactants: C(C)(C)(C)OC(=O)N1C=2C(N=C(NC2NCC1C(C(C)O)O)N=CN(C)C)=O (6-(1,2-Dihydroxy-propyl)-2-(dimethylamino-methyleneamino)-4-oxo-4,6,7,8-tetrahydro-1H-pteridine-5-carboxylic acid tert-butyl ester), C(=O)(OC(C)(C)C)N[C@@H]([C@@H](C)CC)C(=O)O (N-Boc-L-Isoleucine). Product: C(C)(C)(C)OC(=O)N1C=2C(N=C(NC2NCC1C(C(C)OC(C(C(CC)C)NC(=O)OC(C)(C)C)=O)O)N=CN(C)C)=O (6-[2-(2-tert-Butoxycarbonylamino-3-methyl-pentanoyloxy)-1-hydroxy-propyl]-2-(dimethylamino-methyleneamino)-4-oxo-4,6,7,8-tetrahydro-1H-pteridine-5-carboxylic acid tert-butyl ester). Isolated yield 48.0%. As a reaction SMILES: [C:1]([O:5][C:6]([N:8]1[CH:17]([CH:18]([OH:22])[CH:19]([OH:21])[CH3:20])[CH2:16][NH:15][C:14]2[NH:13][C:12]([N:23]=[CH:24][N:25]([CH3:27])[CH3:26])=[N:11][C:10](=[O:28])[C:9]1=2)=[O:7])([CH3:4])([CH3:3])[CH3:2].[C:29]([NH:36][C@H:37]([C:42](O)=[O:43])[C@H:38]([CH2:40][CH3:41])[CH3:39])([O:31][C:32]([CH3:35])([CH3:34])[CH3:33])=[O:30]>>[C:1]([O:5][C:6]([N:8]1[CH:17]([CH:18]([OH:22])[CH:19]([O:21][C:42](=[O:43])[CH:37]([NH:36][C:29]([O:31][C:32]([CH3:33])([CH3:35])[CH3:34])=[O:30])[CH:38]([CH3:39])[CH2:40][CH3:41])[CH3:20])[CH2:16][NH:15][C:14]2[NH:13][C:12]([N:23]=[CH:24][N:25]([CH3:26])[CH3:27])=[N:11][C:10](=[O:28])[C:9]1=2)=[O:7])([CH3:4])([CH3:3])[CH3:2]. Procedure details: The product of Example 5, step b) was treated by the same method as that described in Example 5, step c) except N-Boc-L-Isoleucine (3.70 g, 16 mmol) was used to give the sub-title compound as a light yellow solid (0.29 g, 48%). The product obtained after chromatography still contained impurities and was used for the next step without further purification. MS: ESI (positive): 610 (M+H). Reactants: CN(C)C=O, CCOC(C)=O, O, CCOC(=O)c1c[nH]nc1NC(C)=NO, Cc1ccc(S(=O)(=O)Cl)cc1, c1ccncc1. The product is CCOC(=O)c1c[nH]nc1NC(C)=NOS(=O)(=O)c1ccc(C)cc1. RXN SMILES: [CH3:33][N:34]([CH3:35])[CH:36]=[O:37].[CH3:38][CH2:39][O:40][C:41](=[O:42])[CH3:43].[OH2:44].[OH:1][N:2]=[C:3]([CH3:4])[NH:5][c:6]1[n:7][nH:8][cH:9][c:10]1[C:11](=[O:12])[O:13][CH2:14][CH3:15].[c:22]1([CH3:32])[cH:23][cH:24][c:25]([S:28](=[O:29])(=[O:30])[Cl:31])[cH:26][cH:27]1.[cH:16]1[cH:17][cH:18][n:19][cH:20][cH:21]1>>[O:1]([N:2]=[C:3]([CH3:4])[NH:5][c:6]1[n:7][nH:8][cH:9][c:10]1[C:11](=[O:12])[O:13][CH2:14][CH3:15])[S:28]([c:25]1[cH:24][cH:23][c:22]([CH3:32])[cH:27][cH:26]1)(=[O:29])=[O:30]. Starting materials: COC(C1=C(C=CC(=C1)NC(C1=CC=CC=C1)=S)OC)=O (methyl-2-methoxy-5-benzthioamido-benzoate), [OH-].[Na+] (sodium hydroxide), [OH-].[Na+] (NaOH). Reagents/catalysts: [Fe-3](C#N)(C#N)(C#N)(C#N)(C#N)C#N.[K+].[K+].[K+] (potassium ferricyanide). Run in CO (methanol), O (water). Reaction conditions: temperature 55 celsius, time 1.5 hour. Yields the product COC(=O)C=1C(=CC2=C(N=C(S2)C2=CC=CC=C2)C1)OC (Methyl-6-methoxy-2-phenyl-5-benzothiazolcarboxylate). RXN SMILES: [CH3:1][O:2][C:3](=[O:21])[C:4]1[CH:9]=[C:8]([NH:10][C:11](=[S:18])[C:12]2[CH:17]=[CH:16][CH:15]=[CH:14][CH:13]=2)[CH:7]=[CH:6][C:5]=1[O:19][CH3:20].[OH-].[Na+]>O.CO.[Fe-3](C#N)(C#N)(C#N)(C#N)(C#N)C#N.[K+].[K+].[K+]>[CH3:1][O:2][C:3]([C:4]1[C:5]([O:19][CH3:20])=[CH:6][C:7]2[S:18][C:11]([C:12]3[CH:17]=[CH:16][CH:15]=[CH:14][CH:13]=3)=[N:10][C:8]=2[CH:9]=1)=[O:21] |f:1.2,5.6.7.8|. Procedure details: A 2 liter round bottom flask was charged with 81 grams (246 mmol) potassium ferricyanide in 300 mL of water, the solution was warmed to 55° C. A solution of 14.78 grams (49 mmol) methyl-2-methoxy-5-benzthioamido-benzoate in 200 mL of methanol and 100 mL aqueous sodium hydroxide solution [13.7 gm (343 mmol) NaOH/100 mL] was then added. A yellow precipitate was soon deposited. The mixture was stirred at 60° C. for 1.5 hours. The reaction mixture was partitioned between 1 liter ethyl acetate and 30... The yield is 23.3%. Starting materials: CN1C(CCC2(C3=C(CCC12)C=C(C=C3)S)C)=O (4-methyl-8-mercapto-10b-methyl-1,2,3,4,4a,-5,6,10b-octahydrobenzo[f]quinolin-3-one), C([O-])([O-])=O.[K+].[K+] (potassium carbonate), ClC1=NC=CC=N1 (2-chloropyrimidine), CN(C=O)C (dimethylformamide). Product: CN1C(CC[C@@]2(C3=C(CC[C@@H]12)C=C(C=C3)SC3=NC=CC=N3)C)=O ((+)-(4aR)-(10bR)-4-methyl-8-(2-pyrimidinylthio)-10b-methyl-1,2,3,4,4a,5,6,10b-octahydrobenzo[f]quinolin-3-one). Solvent: C(C)(=O)OCC (ethyl acetate). Reaction SMILES: [CH3:1][N:2]1[CH:11]2[C:6]([CH3:17])([C:7]3[CH:15]=[CH:14][C:13]([SH:16])=[CH:12][C:8]=3[CH2:9][CH2:10]2)[CH2:5][CH2:4][C:3]1=[O:18].C(=O)([O-])[O-].[K+].[K+].Cl[C:26]1[N:31]=[CH:30][CH:29]=[CH:28][N:27]=1.CN(C)C=O>C(OCC)(=O)C>[CH3:1][N:2]1[C@H:11]2[C@@:6]([CH3:17])([C:7]3[CH:15]=[CH:14][C:13]([S:16][C:26]4[N:31]=[CH:30][CH:29]=[CH:28][N:27]=4)=[CH:12][C:8]=3[CH2:9][CH2:10]2)[CH2:5][CH2:4][C:3]1=[O:18] |f:1.2.3|. Reported procedure: A 15 mL round bottom flask was charged with (+)-(4aR)-10bR)-4-methyl-8-mercapto-10b-methyl-1,2,3,4,4a,-5,6,10b-octahydrobenzo[f]quinolin-3-one (100 mg, 0.38 mmol), potassium carbonate (158 mg, 1.14 mmol), 2-chloropyrimidine (53 mg, 0.46 mmol) and 1 mL of anhydrous dimethylformamide, fitted with a reflux condenser, and the stirred mixture was heated at 60°, under nitrogen, for 18 h. The mixture was cooled, diluted with ethyl acetate (75 mL) and washed with brine (2×25 mL). The combined organic ex... Reactants: FC1=CC=C(C=C1)N1CCNCC1 (1-(4-fluorophenyl)piperazine), C([O-])([O-])=O.[K+].[K+] (potassium carbonate), CN(C=O)C (N,N-dimethylformamide), C(CO)Br (ethylene bromohydrin). Solvent: O (water). The product is FC1=CC=C(C=C1)N1CCN(CC1)CCO (4-(4-fluorophenyl)-1-piperazineethanol). Isolated yield 79.0%. RXN SMILES: [F:1][C:2]1[CH:7]=[CH:6][C:5]([N:8]2[CH2:13][CH2:12][NH:11][CH2:10][CH2:9]2)=[CH:4][CH:3]=1.C(=O)([O-])[O-].[K+].[K+].CN(C)C=O.[CH2:25](Br)[CH2:26][OH:27]>O>[F:1][C:2]1[CH:3]=[CH:4][C:5]([N:8]2[CH2:13][CH2:12][N:11]([CH2:25][CH2:26][OH:27])[CH2:10][CH2:9]2)=[CH:6][CH:7]=1 |f:1.2.3|. Procedure: To a mixture of 1-(4-fluorophenyl)piperazine (7.24 g), potassium carbonate powder (13.9 g) and N,N-dimethylformamide (30 ml) was added dropwise ethylene bromohydrin (10.0 g) under stirring. The mixture was stirred at room temperature for 3 hours, diluted with 100 ml of water and extracted with ethyl ether. The ethyl ether layer was washed with saturated aqueous sodium chloride and dried over anhydrous sodium sulfate. The solvent was distilled off and the residue was purified by silica gel chroma...